Dataset: the Open Reaction Database (ORD), a public repository of structured organic reaction records. Task: describe an organic reaction: reactants, conditions, products, and yield Reactants: ice water, C(CC(O)(C(=O)O)CC(=O)O)(=O)O (citric acid), N([C@H](CCCC)C(=O)OC)C(=O)OC(C)(C)C (Boc-DNle-OMe), [Cl-].[Li+] (lithium chloride), [BH4-].[Na+] (sodium borohydride). The solvent is C1CCOC1 (THF), C(C)O (ethanol). Run at time 2 hour. Product: C(C)(C)(C)OC(=O)N[C@@H](CO)CCCC ((R)-2-t-butoxycarbonylamino-1-hexanol). Isolated yield 0.1%. As a reaction SMILES: [NH:1]([C:11]([O:13][C:14]([CH3:17])([CH3:16])[CH3:15])=[O:12])[C@@H:2]([C:7](OC)=[O:8])[CH2:3][CH2:4][CH2:5][CH3:6].[Cl-].[Li+].[BH4-].[Na+].C(O)(=O)CC(CC(O)=O)(C(O)=O)O>C1COCC1.C(O)C>[C:14]([O:13][C:11]([NH:1][C@H:2]([CH2:3][CH2:4][CH2:5][CH3:6])[CH2:7][OH:8])=[O:12])([CH3:17])([CH3:16])[CH3:15] |f:1.2,3.4|. Procedure details: To a solution of Boc-DNle-OMe (4.23 g) in dry THF (30 ml) were added lithium chloride (0.85 g), sodium borohydride (0.76 g) and dry ethanol (60 ml), and the mixture was stirred at the same temperature for 2 h and at room temperature over night. The mixture was cooled with ice-water, adjusted to pH 3 by the gradual addition of 10% aq. citric acid, and concentrated in vacuo. Water (200 ml) was added to the residue, and the mixture was extracted with dichloromethane (50 ml×3). The combined organic ... Reactants: C(C)C=1C(NC(NC1OC1=CC(=CC(=C1)C)C)=O)=O (5-ethyl-6-(3,5-dimethylphenoxy)-2,4-pyrimidinedione), C(C=C)Br (allyl bromide), C([O-])(O)=O.[Na+] (sodium bicarbonate), [I-].[Li+] (lithium iodide). Run in CN(C=O)C (dimethylformamide). Conditions: temperature 90 celsius, time 24 hour. Yields the product C(C=C)N1C(NC(C(=C1OC1=CC(=CC(=C1)C)C)CC)=O)=O (1-Allyl-5-ethyl-6-(3,5-dimethylphenoxy)-2,4-pyrimidinedione). Isolated yield 52.3%. RXN SMILES: [CH2:1]([C:3]1[C:4](=[O:19])[NH:5][C:6](=[O:18])[NH:7][C:8]=1[O:9][C:10]1[CH:15]=[C:14]([CH3:16])[CH:13]=[C:12]([CH3:17])[CH:11]=1)[CH3:2].[CH2:20](Br)[CH:21]=[CH2:22].C(=O)(O)[O-].[Na+].[I-].[Li+]>CN(C)C=O>[CH2:22]([N:7]1[C:8]([O:9][C:10]2[CH:11]=[C:12]([CH3:17])[CH:13]=[C:14]([CH3:16])[CH:15]=2)=[C:3]([CH2:1][CH3:2])[C:4](=[O:19])[NH:5][C:6]1=[O:18])[CH:21]=[CH2:20] |f:2.3,4.5|. Procedure: To a solution of 5-ethyl-6-(3,5-dimethylphenoxy)-2,4-pyrimidinedione (258 mg, 1.0 mmol) and allyl bromide(121 mg, 1.0 mmol) dissolved in dimethylformamide(5 ml), sodium bicarbonate(126 mg, 1.50 mmol) and lithium iodide(13.0 mg, 0.10 mmol) were added and stirred at 90° C. for 24 hours. The resulting product was distilled under the reduced pressure to remove dimethylformamide and purified by column chromatography to obtain the titled compound as a white solid(157 mg, yield: 52.3%). The reactants are Cc1ccc(S(=O)(=O)Cl)cc1, Nc1nnc(-c2ccccc2)[nH]1, c1ccncc1. Yields the product Cc1ccc(S(=O)(=O)Nc2nc(-c3ccccc3)n[nH]2)cc1. As a reaction SMILES: [CH3:13][c:14]1[cH:15][cH:16][c:17]([S:20](=[O:21])(=[O:22])[Cl:23])[cH:18][cH:19]1.[c:1]1(-[c:7]2[nH:8][c:9]([NH2:12])[n:10][n:11]2)[cH:2][cH:3][cH:4][cH:5][cH:6]1.[cH:24]1[cH:25][cH:26][n:27][cH:28][cH:29]1>>[c:1]1(-[c:7]2[n:8][c:9]([NH:12][S:20]([c:17]3[cH:16][cH:15][c:14]([CH3:13])[cH:19][cH:18]3)(=[O:21])=[O:22])[nH:10][n:11]2)[cH:2][cH:3][cH:4][cH:5][cH:6]1. Starting materials: N1(CCCCC1)CCCC(=O)C1=CC=2CC3=CC(=CC=C3C2C=C1)C(CCCN1CCCCC1)=O (2,7-bis(4-piperidinobutyryl)fluorene), [Cr](=O)(=O)([O-])O[Cr](=O)(=O)[O-].[Na+].[Na+] (sodium dichromate). The solvent is C(C)(=O)O (acetic acid). Product: N1(CCCCC1)CCCC(=O)C1=CC=2C(C3=CC(=CC=C3C2C=C1)C(CCCN1CCCCC1)=O)=O (2,7-bis(4-piperidinobutyryl)fluoren-9-one). As a reaction SMILES: [N:1]1([CH2:7][CH2:8][CH2:9][C:10]([C:12]2[CH:24]=[CH:23][C:22]3[C:21]4[C:16](=[CH:17][C:18]([C:25](=[O:35])[CH2:26][CH2:27][CH2:28][N:29]5[CH2:34][CH2:33][CH2:32][CH2:31][CH2:30]5)=[CH:19][CH:20]=4)[CH2:15][C:14]=3[CH:13]=2)=[O:11])[CH2:6][CH2:5][CH2:4][CH2:3][CH2:2]1.[Cr](O[Cr]([O-])(=O)=O)([O-])(=O)=[O:37].[Na+].[Na+]>C(O)(=O)C>[N:1]1([CH2:7][CH2:8][CH2:9][C:10]([C:12]2[CH:24]=[CH:23][C:22]3[C:21]4[C:16](=[CH:17][C:18]([C:25](=[O:35])[CH2:26][CH2:27][CH2:28][N:29]5[CH2:30][CH2:31][CH2:32][CH2:33][CH2:34]5)=[CH:19][CH:20]=4)[C:15](=[O:37])[C:14]=3[CH:13]=2)=[O:11])[CH2:6][CH2:5][CH2:4][CH2:3][CH2:2]1 |f:1.2.3|. Procedure: A solution of 9.0 g (0.019 mole) 2,7-bis(4-piperidinobutyryl)fluorene, 7.54 g (0.0253 mole) sodium dichromate and 300 ml of glacial acetic acid is stirred and refluxed for one hour. The reaction mixture is evaporated to semi-dryness and made basic using concentrated ammonium hydroxide. The solid which precipitates is filtered, washed with water and chromatographed on alumina using chloroform as the eluant. The solvent is removed from the fraction collected, leaving a solid residue which is recry... Starting materials: COC=1C(C(=C(C(C1OC)=O)C)CCCCCCCCCC(=O)O)=O (2,3-Dimethoxy-5-methyl-6-(9'-carboxynonyl)-1,4-benzoquinone), Cl (hydrogen chloride), CO (methanol). Yields the product COC=1C(C(=C(C(C1OC)=O)C)CCCCCCCCCC(=O)OC)=O (2,3-dimethoxy-5-methyl-6-(9'-methoxycarbonylnonyl)-1,4-benzoquinone). As a reaction SMILES: [CH3:1][O:2][C:3]1[C:4](=[O:25])[C:5]([CH2:13][CH2:14][CH2:15][CH2:16][CH2:17][CH2:18][CH2:19][CH2:20][CH2:21][C:22]([OH:24])=[O:23])=[C:6]([CH3:12])[C:7](=[O:11])[C:8]=1[O:9][CH3:10].Cl.[CH3:27]O>>[CH3:1][O:2][C:3]1[C:4](=[O:25])[C:5]([CH2:13][CH2:14][CH2:15][CH2:16][CH2:17][CH2:18][CH2:19][CH2:20][CH2:21][C:22]([O:24][CH3:27])=[O:23])=[C:6]([CH3:12])[C:7](=[O:11])[C:8]=1[O:9][CH3:10]. Procedure details: 2,3-Dimethoxy-5-methyl-6-(9'-carboxynonyl)-1,4-benzoquinone (formula I-2 wherein R=H3CO, n=8, in the free form) (4 parts) was esterified with methanol (500 volume parts) saturated with hydrogen chloride gas in a manner similar to that described in Example 13. The procedure provided 2,3-dimethoxy-5-methyl-6-(9'-methoxycarbonylnonyl)-1,4-benzoquinone (formula I-2 wherein R=H3CO, n=8, in the form of methyl ester) (4.2 parts) as orange-colored needles melting at 37°-37.5° C. The reactants are BrCCCc1ccccc1, O=C([O-])[O-], CCNC(=O)c1ccc(-n2cc(C(=O)OCC)nn2)c(O)c1, [K+], [K+], CN(C)C=O, O. Product: CCNC(=O)c1ccc(-n2cc(C(=O)OCC)nn2)c(OCCCc2ccccc2)c1. RXN SMILES: [Br:23][CH2:24][CH2:25][CH2:26][c:27]1[cH:28][cH:29][cH:30][cH:31][cH:32]1.[C:33](=[O:34])([O-:35])[O-:36].[CH2:1]([CH3:2])[NH:3][C:4](=[O:5])[c:6]1[cH:7][c:8]([OH:22])[c:9](-[n:12]2[n:13][n:14][c:15]([C:17](=[O:18])[O:19][CH2:20][CH3:21])[cH:16]2)[cH:10][cH:11]1.[K+:37].[K+:38].[O:40]=[CH:41][N:42]([CH3:43])[CH3:44].[OH2:39]>>[CH2:1]([CH3:2])[NH:3][C:4](=[O:5])[c:6]1[cH:7][c:8]([O:22][CH2:24][CH2:25][CH2:26][c:27]2[cH:28][cH:29][cH:30][cH:31][cH:32]2)[c:9](-[n:12]2[n:13][n:14][c:15]([C:17](=[O:18])[O:19][CH2:20][CH3:21])[cH:16]2)[cH:10][cH:11]1. Starting materials: CC(C)(C)Cn1c(CBr)cc2cnc(C#N)nc21, CN1C(=O)NC2(CCN(C(=O)OC(C)(C)C)CC2)C1=O, CCCN1C(=O)N(C)C(=O)C12CCN(C(=O)OC(C)(C)C)CC2, O=C([O-])[O-], CS(C)=O, ClCCl, O=C(O)C(F)(F)F, [K+], [K+], CN(C)C=O. Product: CCCN1C(=O)N(C)C(=O)C12CCN(Cc1cc3cnc(C#N)nc3n1CC(C)(C)C)CC2. As a reaction SMILES: [Br:50][CH2:51][c:52]1[cH:53][c:54]2[c:55]([n:56][c:57]([C:60]#[N:61])[n:58][cH:59]2)[n:62]1[CH2:63][C:64]([CH3:65])([CH3:66])[CH3:67].[C:1]([O:2][C:3]([N:4]1[CH2:5][CH2:6][C:7]2([NH:8][C:9](=[O:10])[N:11]([CH3:12])[C:13]2=[O:14])[CH2:15][CH2:16]1)=[O:17])([CH3:18])([CH3:19])[CH3:20].[C:21]([O:22][C:26](=[O:23])[N:28]1[CH2:29][CH2:30][C:31]2([C:32](=[O:41])[N:33]([CH3:40])[C:34](=[O:39])[N:35]2[CH2:36][CH2:37][CH3:38])[CH2:42][CH2:43]1)([CH3:24])([CH3:25])[CH3:27].[C:44](=[O:45])([O-:46])[O-:47].[CH3:83][S:84]([CH3:85])=[O:86].[Cl:73][CH2:74][Cl:75].[F:76][C:77]([F:78])([F:79])[C:80]([OH:81])=[O:82].[K+:48].[K+:49].[O:68]=[CH:69][N:70]([CH3:71])[CH3:72]>>[CH2:26]([N:28]1[CH2:29][CH2:30][C:31]2([C:32](=[O:41])[N:33]([CH3:40])[C:34](=[O:39])[N:35]2[CH2:36][CH2:37][CH3:38])[CH2:42][CH2:43]1)[c:52]1[cH:53][c:54]2[c:55]([n:56][c:57]([C:60]#[N:61])[n:58][cH:59]2)[n:62]1[CH2:63][C:64]([CH3:65])([CH3:66])[CH3:67]. The reactants are [Ag] (silver), C(C)O.C(C)(C)O.C(CCC)O (ethyl alcohol isopropyl alcohol butyl alcohol), C(C)O.C(C)(C)O.C(CCC)O (ethyl alcohol isopropyl alcohol butyl alcohol), C(C)(=O)CC(C)=O (acetyl acetone). Solvent: O.CO (water methyl alcohol). Yields the product C(C)(C)O.C(C)(C)OCCO (isopropyl alcohol 2-isopropoxy ethanol), [Ag] (silver). RXN SMILES: [Ag:1].[CH2:2]([OH:4])[CH3:3].[CH:5]([OH:8])([CH3:7])[CH3:6].C(O)CCC.C([CH2:17][C:18](=[O:20])[CH3:19])(=O)C>O.CO>[CH:5]([OH:8])([CH3:7])[CH3:6].[CH:18]([O:20][CH2:3][CH2:2][OH:4])([CH3:17])[CH3:19].[Ag:1] |f:1.2.3,5.6,7.8|. Reported procedure: The same procedures used in Example 1 were repeated except for using, as the medium in which the silver-containing solid content was dispersed, an ethyl alcohol/isopropyl alcohol/butyl alcohol (4:4:1) mixture (Example 2), a 99:1 mixture of an ethyl alcohol/isopropyl alcohol/butyl alcohol (4:4:1) mixture with acetyl acetone (Example 3), an isopropyl alcohol/2-isopropoxy ethanol (80:20) mixture (Example 4) or a water/methyl alcohol (85:15) mixture (Example 5), to thus give each corresponding silve...